This data is from the Open Reaction Database (ORD), a public repository of structured organic reaction records. The task is: describe an organic reaction: reactants, conditions, products, and yield The reactants are [H]C(C1CCCCC1)=O, O=C(SCC)C(C(O)=O)NC(C1=CC=CC=C1)=O. The reagents and catalysts are CN(C)c1ccncc1, 4Å Molecular Sieve, C1CNCC1. The solvent is C1COCC1. Conditions: temperature 25 celsius, time 24 hour. The product is O=C(SCC)/C(NC(C1=CC=CC=C1)=O)=C/C2CCCCC2. The yield is 10.0%. Starting materials: CCOC(OCC)c1cc(-c2ccc(-c3nnc(CSCCOc4ccccc4)o3)cc2)no1, CC(=O)O, Cl, O. The product is O=Cc1cc(-c2ccc(-c3nnc(CSCCOc4ccccc4)o3)cc2)no1. Reaction SMILES: [CH2:1]([O:3][CH:4]([O:2][CH2:32][CH3:33])[c:5]1[cH:6][c:7](-[c:10]2[cH:11][cH:12][c:13](-[c:16]3[o:17][c:18]([CH2:21][S:22][CH2:23][CH2:24][O:25][c:26]4[cH:27][cH:28][cH:29][cH:30][cH:31]4)[n:19][n:20]3)[cH:14][cH:15]2)[n:8][o:9]1)[CH3:34].[CH3:36][C:37](=[O:38])[OH:39].[ClH:35].[OH2:40]>>[O:3]=[CH:4][c:5]1[cH:6][c:7](-[c:10]2[cH:11][cH:12][c:13](-[c:16]3[o:17][c:18]([CH2:21][S:22][CH2:23][CH2:24][O:25][c:26]4[cH:27][cH:28][cH:29][cH:30][cH:31]4)[n:19][n:20]3)[cH:14][cH:15]2)[n:8][o:9]1.